Dataset: the Open Reaction Database (ORD), a public repository of structured organic reaction records. Task: describe an organic reaction: reactants, conditions, products, and yield The reactants are COc1ccc(CN(Cc2ccc(OC)cc2)c2nc(C)nc(-c3cccnc3Nc3ccc(OC)c(F)c3)n2)cc1, O=C(O)C(F)(F)F. Product: COc1ccc(Nc2ncccc2-c2nc(C)nc(N)n2)cc1F. Reaction SMILES: [F:1][c:2]1[cH:3][c:4]([NH:10][c:11]2[n:12][cH:13][cH:14][cH:15][c:16]2-[c:17]2[n:18][c:19]([N:24]([CH2:25][c:26]3[cH:27][cH:28][c:29]([O:30][CH3:31])[cH:32][cH:33]3)[CH2:34][c:35]3[cH:36][cH:37][c:38]([O:39][CH3:40])[cH:41][cH:42]3)[n:20][c:21]([CH3:23])[n:22]2)[cH:5][cH:6][c:7]1[O:8][CH3:9].[F:43][C:44]([F:45])([F:46])[C:47]([OH:48])=[O:49]>>[F:1][c:2]1[cH:3][c:4]([NH:10][c:11]2[n:12][cH:13][cH:14][cH:15][c:16]2-[c:17]2[n:18][c:19]([NH2:24])[n:20][c:21]([CH3:23])[n:22]2)[cH:5][cH:6][c:7]1[O:8][CH3:9].